This data is from the Open Reaction Database (ORD), a public repository of structured organic reaction records. The task is: describe an organic reaction: reactants, conditions, products, and yield Reactants: CC(O)CO[Si](C)(C)C(C)(C)C, COC(=O)c1cc(O)cc(Oc2ccc(S(C)(=O)=O)cc2)c1, Cc1ccccc1, CCOC(=O)N=NC(=O)OCC, C1CCOC1, c1ccc(P(c2ccccc2)c2ccccc2)cc1. The product is COC(=O)c1cc(Oc2ccc(S(C)(=O)=O)cc2)cc(OC(C)CO[Si](C)(C)C(C)(C)C)c1. RXN SMILES: [C:1]([CH3:2])([CH3:3])([CH3:4])[Si:5]([O:6][CH2:7][CH:8]([CH3:9])[OH:10])([CH3:11])[CH3:12].[CH3:32][O:33][C:34]([c:35]1[cH:36][c:37]([O:42][c:43]2[cH:44][cH:45][c:46]([S:49](=[O:50])(=[O:51])[CH3:52])[cH:47][cH:48]2)[cH:38][c:39]([OH:41])[cH:40]1)=[O:53].[CH3:71][c:72]1[cH:73][cH:74][cH:75][cH:76][cH:77]1.[O:54]=[C:55]([O:56][CH2:57][CH3:58])[N:59]=[N:60][C:61]([O:62][CH2:63][CH3:64])=[O:65].[O:66]1[CH2:67][CH2:68][CH2:69][CH2:70]1.[c:13]1([P:14]([c:15]2[cH:16][cH:17][cH:18][cH:19][cH:20]2)[c:21]2[cH:22][cH:23][cH:24][cH:25][cH:26]2)[cH:27][cH:28][cH:29][cH:30][cH:31]1>>[C:1]([CH3:2])([CH3:3])([CH3:4])[Si:5]([O:6][CH2:7][CH:8]([CH3:9])[O:10][c:39]1[cH:38][c:37]([O:42][c:43]2[cH:44][cH:45][c:46]([S:49](=[O:50])(=[O:51])[CH3:52])[cH:47][cH:48]2)[cH:36][c:35]([C:34]([O:33][CH3:32])=[O:53])[cH:40]1)([CH3:11])[CH3:12]. Starting materials: C[Si](C)(C)C#C (trimethylsilylacetylene), BrC1=CC=C(C=C1)C(C(C)(C)C)=O (1-(4-bromophenyl)-2,2-dimethylpropan-1-one). The reagents and catalysts are Cl[Pd]([P](C1=CC=CC=C1)(C2=CC=CC=C2)C3=CC=CC=C3)([P](C4=CC=CC=C4)(C5=CC=CC=C5)C6=CC=CC=C6)Cl (Bis-(triphenylphosphine)-palladium dichloride), [Cu]I (CuI). Run in C(C)NCC (diethylamine). Run at time 20 hour. Product: C[Si](C)(C)C#CC1=CC=C(C=C1)C(C(C)(C)C)=O (1-(4-trimethylsilylethynyl-phenyl)-2,2-dimethylpropan-1-one). As a reaction SMILES: [CH3:1][Si:2]([C:5]#[CH:6])([CH3:4])[CH3:3].Br[C:8]1[CH:13]=[CH:12][C:11]([C:14](=[O:19])[C:15]([CH3:18])([CH3:17])[CH3:16])=[CH:10][CH:9]=1>C(NCC)C.Cl[Pd](Cl)([P](C1C=CC=CC=1)(C1C=CC=CC=1)C1C=CC=CC=1)[P](C1C=CC=CC=1)(C1C=CC=CC=1)C1C=CC=CC=1.[Cu]I>[CH3:1][Si:2]([C:5]#[C:6][C:8]1[CH:13]=[CH:12][C:11]([C:14](=[O:19])[C:15]([CH3:17])([CH3:16])[CH3:18])=[CH:10][CH:9]=1)([CH3:4])[CH3:3] |^1:27,46|. Procedure: 1.4 g Bis-(triphenylphosphine)-palladium dichloride and 0.19 g CuI are added, at room temperature, to a solution of 10.5 g trimethylsilylacetylene and 23.6 g 1-(4-bromophenyl)-2,2-dimethylpropan-1-one in 350 ml absolute diethylamine. The reaction mixture is stirred during 20 hours at room temperature, evaporated to dryness at the rotary evaporator and the residue extracted several times with toluene. The toluene is evaporated off and the remaining tacky oil chromatographed on a silica-gel column... Starting materials: CS(=O)(=O)O (methanesulfonic acid), O=P12OP3(=O)OP(=O)(O1)OP(=O)(O2)O3 (P2O5), COC1=C(C=C(C=C1)CC(=O)O)C (4-methoxy-3-methyl-phenylacetic acid), CC=1C=C(SC1)C1=CC=C(C=C1)C(F)(F)F (4-methyl-2-[4-(trifluoromethyl)phenyl]thiophene), CC=1C=C(SC1)C1=CC=C(C=C1)C(F)(F)F (4-methyl-2-[4-(trifluoromethyl)phenyl]thiophene), C(=O)(O)[O-].[Na+] (NaHCO3). The solvent is O (water). Reaction conditions: temperature 60 celsius. The product is COC1=C(C=C(C=C1)CC(=O)C=1SC(=CC1C)C1=CC=C(C=C1)C(F)(F)F)C (2-(4-methoxy-3-methylphenyl)-1-{3-methyl-5-[4-(trifluoromethyl)phenyl]thien-2-yl}ethanone). Reaction SMILES: CS(O)(=O)=O.O=P12OP3(OP(OP(O3)(O1)=O)(=O)O2)=O.[CH3:20][O:21][C:22]1[CH:27]=[CH:26][C:25]([CH2:28][C:29]([OH:31])=O)=[CH:24][C:23]=1[CH3:32].[CH3:33][C:34]1[CH:35]=[C:36]([C:39]2[CH:44]=[CH:43][C:42]([C:45]([F:48])([F:47])[F:46])=[CH:41][CH:40]=2)[S:37][CH:38]=1.C([O-])(O)=O.[Na+]>O>[CH3:20][O:21][C:22]1[CH:27]=[CH:26][C:25]([CH2:28][C:29]([C:38]2[S:37][C:36]([C:39]3[CH:40]=[CH:41][C:42]([C:45]([F:46])([F:48])[F:47])=[CH:43][CH:44]=3)=[CH:35][C:34]=2[CH3:33])=[O:31])=[CH:24][C:23]=1[CH3:32] |f:4.5|. Procedure details: To methanesulfonic acid (8 ml) in a flask under N2 was added P2O5 (0.56 g), the resulting suspension was heated to 60° C. until a clear solution formed. The mixture was cooled to room temperature prior to addition of 4-methoxy-3-methyl-phenylacetic acid (0.3549) and 4-methyl-2-[4-(trifluoromethyl)phenyl]thiophene (intermediate 102, 0.4 g). The mixture was then heated to 60° C. for 90 minutes. The reaction mixture was cooled to room temperature and then poured into iced water. The suspension was ... Reactants: ClN1C(CCC1=O)=O (N-chlorosuccinimide), ClC=1C=CC2=C(C=3N(CC(N2)=O)C=2C=CC=CC2C3)C1 (2-chloroindolo[1,2-d][1,4]benzodiazepin-6(7H)-one). The solvent is CN(C=O)C (dimethylformamide), CN(C=O)C (dimethylformamide). Run at time 2 hour. Product: ClC=1C=CC2=C(C=3N(CC(N2)=O)C=2C=CC=CC2C3Cl)C1 (2,13-Dichloroindolo[1,2-d][1,4]benzodiazepin-6(7H)-one). Yield: 59.5%. Reaction SMILES: [Cl:1]N1C(=O)CCC1=O.[Cl:9][C:10]1[CH:11]=[CH:12][C:13]2[NH:19][C:18](=[O:20])[CH2:17][N:16]3[C:21]4[CH:22]=[CH:23][CH:24]=[CH:25][C:26]=4[CH:27]=[C:15]3[C:14]=2[CH:28]=1>CN(C)C=O>[Cl:9][C:10]1[CH:11]=[CH:12][C:13]2[NH:19][C:18](=[O:20])[CH2:17][N:16]3[C:21]4[CH:22]=[CH:23][CH:24]=[CH:25][C:26]=4[C:27]([Cl:1])=[C:15]3[C:14]=2[CH:28]=1. Procedure details: A solution of 2.08 g N-chlorosuccinimide in 50 ml dimethylformamide was added dropwise at 15° C. to a solution of 4.00 g 2-chloroindolo[1,2-d][1,4]benzodiazepin-6(7H)-one in 125 ml dimethylformamide. The solution was stirred for two hours at room temperature. Upon dilution with water, a solid precipitated, which was collected and washed with hexane. Recrystallization from toluene yielded 2.67 g solid, m.p. 267°-271° C. Starting materials: ClCC1=CC=CC=2N=NSC21 (7-chloromethylbenzo-1,2,3-thiadiazole), C(C)(=S)[O-].[K+] (potassium thioacetate), ice water. The solvent is CS(=O)C (dimethyl sulfoxide), CS(=O)C (dimethyl sulfoxide). Reaction conditions: time 8 hour. Product: C(C)(=O)SCC1=CC=CC=2N=NSC21 (7-acetylthiomethylbenzo-1,2,3-thiadiazole). As a reaction SMILES: [C:1]([O-:4])(=[S:3])[CH3:2].[K+].Cl[CH2:7][C:8]1[C:16]2[S:15][N:14]=[N:13][C:12]=2[CH:11]=[CH:10][CH:9]=1>CS(C)=O>[C:1]([S:3][CH2:7][C:8]1[C:16]2[S:15][N:14]=[N:13][C:12]=2[CH:11]=[CH:10][CH:9]=1)(=[O:4])[CH3:2] |f:0.1|. Procedure: A solution of 2.2 g of potassium thioacetate in 20 ml of absolute dimethyl sulfoxide, stirred at 20° C., is treated dropwise with stirring with a solution of 2.8 g of 7-chloromethylbenzo-1,2,3-thiadiazole in 10 ml of dimethyl sulfoxide, during which process the internal temperature rises to 37° C. The mixture is subsequently stirred overnight at room temperature and, on the following day, poured into ice-water and extracted using ethyl acetate. The extracts are washed five times with water, drie... The reactants are COC(CCC1=C(C=CC=C1)C1=CCN(CC1)C(=O)OC(C)(C)C)=O (tert-butyl 4-(2-(3-methoxy-3-oxopropyl)phenyl)-5,6-dihydropyridine-1(2H)-carboxylate). Reagents/catalysts: O=[Pt]=O (PtO2). Run in CCO.CC(=O)O (EtOH AcOH). Reaction conditions: time 8 hour. Product: COC(CCC1=C(C=CC=C1)C1CCN(CC1)C(=O)OC(C)(C)C)=O (tert-butyl 4-(2-(3-methoxy-3-oxopropyl)phenyl)piperidine-1-carboxylate). As a reaction SMILES: [CH3:1][O:2][C:3](=[O:25])[CH2:4][CH2:5][C:6]1[CH:11]=[CH:10][CH:9]=[CH:8][C:7]=1[C:12]1[CH2:17][CH2:16][N:15]([C:18]([O:20][C:21]([CH3:24])([CH3:23])[CH3:22])=[O:19])[CH2:14][CH:13]=1>CCO.CC(O)=O.O=[Pt]=O>[CH3:1][O:2][C:3](=[O:25])[CH2:4][CH2:5][C:6]1[CH:11]=[CH:10][CH:9]=[CH:8][C:7]=1[CH:12]1[CH2:17][CH2:16][N:15]([C:18]([O:20][C:21]([CH3:23])([CH3:22])[CH3:24])=[O:19])[CH2:14][CH2:13]1 |f:1.2|. Procedure: 23 (310 mg, 0.90 mmol) was dissolved in EtOH/AcOH (4 mL/4 mL). The solution was degassed with Ar for 2 min. PtO2 (61 mg, 0.27 mmol) was added to the mixture and H2 was bubbled in for 2 min. The reaction was stirred under a H2 balloon overnight. The reaction mixture was filtered through Celite and was concentrated to yield tert-butyl 4-(2-(3-methoxy-3-oxopropyl)phenyl)piperidine-1-carboxylate. LC/MS RT (5 min method)=2.47 min. Mass observed: 248.21 (M-Boc+H).